From a dataset of the Open Reaction Database (ORD), a public repository of structured organic reaction records. describe an organic reaction: reactants, conditions, products, and yield Reactants: [Al+3], CCOCC, COc1ccc(CSC2COCC2C#N)cc1, [H-], [H-], [H-], [H-], [Li+], C1CCOC1. Yields the product COc1ccc(CSC2COCC2CN)cc1. RXN SMILES: [Al+3:2].[CH3:29][CH2:30][O:31][CH2:32][CH3:33].[CH3:7][O:8][c:9]1[cH:10][cH:11][c:12]([CH2:15][S:16][CH:17]2[CH:18]([C:22]#[N:23])[CH2:19][O:20][CH2:21]2)[cH:13][cH:14]1.[H-:1].[H-:4].[H-:5].[H-:6].[Li+:3].[O:24]1[CH2:25][CH2:26][CH2:27][CH2:28]1>>[CH3:7][O:8][c:9]1[cH:10][cH:11][c:12]([CH2:15][S:16][CH:17]2[CH:18]([CH2:22][NH2:23])[CH2:19][O:20][CH2:21]2)[cH:13][cH:14]1. The reactants are ClC=1C=C(C=CC1)N1N=C(C(C=C1)=O)C(\C=C\N(C)C)=O (1-(3-Chloro-phenyl)-3-((E)-3-dimethylamino-acryloyl)-1H-pyridazin-4-one), FC1=C(C=CC=C1)NN (2-fluoro-phenylhydrazine). The product is ClC=1C=C(C=CC1)N1N=C(C(C=C1)=O)C=1N(N=CC1)C1=C(C=CC=C1)F (1-(3-Chloro-phenyl)-3-[2-(2-fluoro-phenyl)-2H-pyrazol-3-yl]-1H-pyridazin-4-one). Reaction SMILES: [Cl:1][C:2]1[CH:3]=[C:4]([N:8]2[CH:13]=[CH:12][C:11](=[O:14])[C:10]([C:15](=O)/[CH:16]=[CH:17]/[N:18](C)C)=[N:9]2)[CH:5]=[CH:6][CH:7]=1.[F:22][C:23]1[CH:28]=[CH:27][CH:26]=[CH:25][C:24]=1[NH:29]N>>[Cl:1][C:2]1[CH:3]=[C:4]([N:8]2[CH:13]=[CH:12][C:11](=[O:14])[C:10]([C:15]3[N:29]([C:24]4[CH:25]=[CH:26][CH:27]=[CH:28][C:23]=4[F:22])[N:18]=[CH:17][CH:16]=3)=[N:9]2)[CH:5]=[CH:6][CH:7]=1. Procedure: The product was obtained starting from 1-(3-Chloro-phenyl)-3-((E)-3-dimethylamino-acryloyl)-1H-pyridazin-4-one (A-23) and 2-fluoro-phenylhydrazine according to the method described for example 1. MS: M=367.0 (M+H)+ Starting materials: BrC=1C=C(C=NC1)OC[C@H]1N(CCC1)C (5-bromo-3-(1-methyl-2-(S)-pyrrolidinylmethoxy)-pyridine), C#CCCCCCCCC (1-decyne), C([O-])(O)=O.[Na+] (sodium bicarbonate), O (Water). Reagents/catalysts: Cl[Pd]([P](C1=CC=CC=C1)(C2=CC=CC=C2)C3=CC=CC=C3)([P](C4=CC=CC=C4)(C5=CC=CC=C5)C6=CC=CC=C6)Cl (bis(triphenylphosphine)palladium(II) chloride), [Cu]I (copper (I) iodide). The solvent is C(Cl)Cl (CH2Cl2), CCN(CC)CC (NEt3). Yields the product C(#CCCCCCCCC)C=1C=C(C=NC1)OC[C@H]1N(CCC1)C (5-(1-Decynyl)-3-(1-methyl-2-(S)-pyrrolidinylmethoxy)pyridine). Yield: 82.7%. Reaction SMILES: Br[C:2]1[CH:3]=[C:4]([O:8][CH2:9][C@@H:10]2[CH2:14][CH2:13][CH2:12][N:11]2[CH3:15])[CH:5]=[N:6][CH:7]=1.[CH:16]#[C:17][CH2:18][CH2:19][CH2:20][CH2:21][CH2:22][CH2:23][CH2:24][CH3:25].O.C(=O)(O)[O-].[Na+]>C(Cl)Cl.CCN(CC)CC.Cl[Pd](Cl)([P](C1C=CC=CC=1)(C1C=CC=CC=1)C1C=CC=CC=1)[P](C1C=CC=CC=1)(C1C=CC=CC=1)C1C=CC=CC=1.[Cu]I>[C:16]([C:2]1[CH:3]=[C:4]([O:8][CH2:9][C@@H:10]2[CH2:14][CH2:13][CH2:12][N:11]2[CH3:15])[CH:5]=[N:6][CH:7]=1)#[C:17][CH2:18][CH2:19][CH2:20][CH2:21][CH2:22][CH2:23][CH2:24][CH3:25] |f:3.4,^1:44,63|. Reported procedure: To a solution of 5-bromo-3-(1-methyl-2-(S)-pyrrolidinylmethoxy)-pyridine (544 mg, 2.00 mmol), bis(triphenylphosphine)palladium(II) chloride (28 mg, 0.038 mmol) and copper (I) iodide (5 mg, 0.038 mmol) in CH2Cl2 (3.0 mL) and NEt3 (1.0 mL) was added 1-decyne (0.553 mL, 3.00 mmol). The mixture was refluxed overnight then cooled to room temperature. Water (2 mL) was added, and solid sodium bicarbonate was added until the aqueous layer was saturated. The mixture was extracted with EtOAc, which was dr... Reactants: CS(C)=O, CC1(C)OC(=C2C(=O)Nc3cc(F)ccc32)C=C1c1ccc(F)nc1, O, OC1CCNCC1. Yields the product CC1(C)OC(=C2C(=O)Nc3cc(F)ccc32)C=C1c1ccc(N2CCC(O)CC2)nc1. As a reaction SMILES: [CH3:34][S:35]([CH3:36])=[O:37].[F:1][c:2]1[cH:3][cH:4][c:5]2[c:9]([cH:10]1)[NH:8][C:7](=[O:11])[C:6]2=[C:12]1[O:13][C:14]([CH3:24])([CH3:25])[C:15]([c:17]2[cH:18][n:19][c:20]([F:23])[cH:21][cH:22]2)=[CH:16]1.[OH2:33].[OH:26][CH:27]1[CH2:28][CH2:29][NH:30][CH2:31][CH2:32]1>>[F:1][c:2]1[cH:3][cH:4][c:5]2[c:9]([cH:10]1)[NH:8][C:7](=[O:11])[C:6]2=[C:12]1[O:13][C:14]([CH3:24])([CH3:25])[C:15]([c:17]2[cH:18][n:19][c:20]([N:30]3[CH2:29][CH2:28][CH:27]([OH:26])[CH2:32][CH2:31]3)[cH:21][cH:22]2)=[CH:16]1. Reaction SMILES: [CH:1]([NH2:3])=O.[NH2:4][C:5]1[NH:9][N:8]=[C:7]([C:10]2[CH:15]=[CH:14][C:13]([N+:16]([O-:18])=O)=[CH:12][CH:11]=2)[C:6]=1[C:19]#[N:20].[OH2:21]>>[N+:16]([C:13]1[CH:12]=[CH:11][C:10]([C:7]2[C:6]3[C:5](=[N:4][CH:1]=[N:3][C:19]=3[NH2:20])[NH:9][N:8]=2)=[CH:15][CH:14]=1)([O-:18])=[O:21]. Reported procedure: A solution of formamide (30 mL) and 5-amino-3-(4-nitrophenyl)-1H-pyrazole-4-carbonitrile (7.25 g, 32 mmol) was heated to 160° C. overnight under an argon atmosphere. The reaction was cooled, and 25 mL of H2O was added. The resulting solid was recovered by filtration and rinsed with cold H2O to afford 3-(4-nitrophenyl)-1H-pyrazolo[3,4-d]pyrimidin-4-amine (5.9 g, 72% yield). ESI-MS m/z [M+H]+ found 257.5, calculated 257.2. Isolated yield 72.0%. Reactants: C(=O)N (formamide), NC1=C(C(=NN1)C1=CC=C(C=C1)[N+](=O)[O-])C#N (5-amino-3-(4-nitrophenyl)-1H-pyrazole-4-carbonitrile), O (H2O). Yields the product [N+](=O)([O-])C1=CC=C(C=C1)C1=NNC2=NC=NC(=C21)N (3-(4-nitrophenyl)-1H-pyrazolo[3,4-d]pyrimidin-4-amine). Starting materials: C[Si](C)(C)N=C=O, CC(C)O, C1CC2(CCN1)OCCO2. The product is NC(=O)N1CCC2(CC1)OCCO2. Reaction SMILES: [CH3:11][Si:12]([CH3:13])([CH3:14])[N:15]=[C:16]=[O:17].[CH:18]([OH:19])([CH3:20])[CH3:21].[O:1]1[CH2:2][CH2:3][O:4][C:5]12[CH2:6][CH2:7][NH:8][CH2:9][CH2:10]2>>[O:1]1[CH2:2][CH2:3][O:4][C:5]12[CH2:6][CH2:7][N:8]([C:16]([NH2:15])=[O:17])[CH2:9][CH2:10]2. Reactants: O=C([O-])O, [Cl-], Cn1ccnc1Sc1ccc(Nc2c(C#N)cnc3cc(N4CCC(N5CCCC5)CC4)c([N+](=O)[O-])cc23)cc1Cl, [Fe], [NH4+], [Na+], O. The product is Cn1ccnc1Sc1ccc(Nc2c(C#N)cnc3cc(N4CCC(N5CCCC5)CC4)c(N)cc23)cc1Cl. RXN SMILES: [C:44](=[O:45])([OH:46])[O-:47].[Cl-:1].[Cl:3][c:4]1[cH:5][c:6]([NH:17][c:18]2[c:19]([C:42]#[N:43])[cH:20][n:21][c:22]3[cH:23][c:24]([N:31]4[CH2:32][CH2:33][CH:34]([N:37]5[CH2:38][CH2:39][CH2:40][CH2:41]5)[CH2:35][CH2:36]4)[c:25]([N+:28]([O-:29])=[O:30])[cH:26][c:27]23)[cH:7][cH:8][c:9]1[S:10][c:11]1[n:12]([CH3:16])[cH:13][cH:14][n:15]1.[Fe:49].[NH4+:2].[Na+:48].[OH2:50]>>[Cl:3][c:4]1[cH:5][c:6]([NH:17][c:18]2[c:19]([C:42]#[N:43])[cH:20][n:21][c:22]3[cH:23][c:24]([N:31]4[CH2:32][CH2:33][CH:34]([N:37]5[CH2:38][CH2:39][CH2:40][CH2:41]5)[CH2:35][CH2:36]4)[c:25]([NH2:28])[cH:26][c:27]23)[cH:7][cH:8][c:9]1[S:10][c:11]1[n:12]([CH3:16])[cH:13][cH:14][n:15]1.